The task is: describe an organic reaction: reactants, conditions, products, and yield. This data is from the Open Reaction Database (ORD), a public repository of structured organic reaction records. The reactants are O=C(CBr)c1ccc([N+](=O)[O-])cc1, C1COCCN1, C1CCOC1, CCN(C(C)C)C(C)C. Yields the product O=C(CN1CCOCC1)c1ccc([N+](=O)[O-])cc1. As a reaction SMILES: [Br:7][CH2:8][C:9](=[O:10])[c:11]1[cH:12][cH:13][c:14]([N+:17](=[O:18])[O-:19])[cH:15][cH:16]1.[CH2:1]1[CH2:2][O:3][CH2:4][CH2:5][NH:6]1.[CH2:29]1[O:30][CH2:31][CH2:32][CH2:33]1.[CH:20]([N:21]([CH2:22][CH3:23])[CH:24]([CH3:25])[CH3:26])([CH3:27])[CH3:28]>>[CH2:1]1[CH2:2][O:3][CH2:4][CH2:5][N:6]1[CH2:8][C:9](=[O:10])[c:11]1[cH:12][cH:13][c:14]([N+:17](=[O:18])[O-:19])[cH:15][cH:16]1. Starting materials: CC(C)(C)c1cc2ccccc2[nH]1, CC(C)(C)C1Cc2ccccc2N1, O=C([O-])[O-], [K+], O=[N+]([O-])[O-], [Na+], [Na+], O=S(=O)(O)O. The product is CC(C)(C)C1Cc2ccc([N+](=O)[O-])cc2N1. RXN SMILES: [C:14]([c:15]1[nH:16][c:17]2[c:18]([cH:19]1)[cH:20][cH:21][cH:22][cH:23]2)([CH3:24])([CH3:25])[CH3:26].[C:1]([CH3:2])([CH3:3])([CH3:4])[CH:5]1[NH:6][c:7]2[cH:8][cH:9][cH:10][cH:11][c:12]2[CH2:13]1.[C:32](=[O:33])([O-:34])[O-:35].[K+:31].[N+:27](=[O:28])([O-:29])[O-:30].[Na+:36].[Na+:37].[S:38](=[O:39])(=[O:40])([OH:41])[OH:42]>>[C:1]([CH3:2])([CH3:3])([CH3:4])[CH:5]1[NH:6][c:7]2[cH:8][c:9]([N+:27](=[O:28])[O-:29])[cH:10][cH:11][c:12]2[CH2:13]1. The reactants are CC(=O)OC(C)=O, Cl, Cl, NCCC1CCCc2ccc(F)cc21, c1ccncc1. Yields the product CC(=O)NCCC1CCCc2ccc(F)cc21. As a reaction SMILES: [CH3:16][C:17](=[O:18])[O:19][C:20](=[O:21])[CH3:22].[ClH:1].[ClH:23].[F:2][c:3]1[cH:4][cH:5][c:6]2[c:11]([cH:12]1)[CH:10]([CH2:13][CH2:14][NH2:15])[CH2:9][CH2:8][CH2:7]2.[cH:24]1[cH:25][cH:26][n:27][cH:28][cH:29]1>>[F:2][c:3]1[cH:4][cH:5][c:6]2[c:11]([cH:12]1)[CH:10]([CH2:13][CH2:14][NH:15][C:17]([CH3:16])=[O:18])[CH2:9][CH2:8][CH2:7]2. The reactants are ClCCl, O=C(O)C(F)(F)F, O=C(Nc1ccc2c(c1)c(-c1nc3cc(N4CCOCC4)ccc3[nH]1)nn2C1CCCCO1)C1CC1. The product is O=C(Nc1ccc2[nH]nc(-c3nc4cc(N5CCOCC5)ccc4[nH]3)c2c1)C1CC1. As a reaction SMILES: [Cl:44][CH2:45][Cl:46].[F:1][C:2]([F:3])([F:4])[C:5]([OH:6])=[O:7].[O:8]1[CH2:9][CH2:10][N:11]([c:14]2[cH:15][c:16]3[c:17]([nH:18][c:19](-[c:21]4[n:22][n:23]([CH:36]5[CH2:37][CH2:38][CH2:39][CH2:40][O:41]5)[c:24]5[cH:25][cH:26][c:27]([NH:30][C:31](=[O:32])[CH:33]6[CH2:34][CH2:35]6)[cH:28][c:29]45)[n:20]3)[cH:42][cH:43]2)[CH2:12][CH2:13]1>>[O:8]1[CH2:9][CH2:10][N:11]([c:14]2[cH:15][c:16]3[c:17]([nH:18][c:19](-[c:21]4[n:22][nH:23][c:24]5[cH:25][cH:26][c:27]([NH:30][C:31](=[O:32])[CH:33]6[CH2:34][CH2:35]6)[cH:28][c:29]45)[n:20]3)[cH:42][cH:43]2)[CH2:12][CH2:13]1. Reactants: Cl (hydrochloric acid), Cl (hydrochloric acid), C(C)OC(=O)C(CCC1N(CCC=2C3=CC=CC=C3NC12)CC)C(=O)OCC (1,2,3,4-tetrahydro-1-[3,3-bis(ethoxycarbonyl)propyl]-2-ethyl-β-carboline). Run in CO (methanol). Reaction conditions: temperature 120 celsius, time 7 hour. Product: Cl.C(=O)(O)CCCC1N(CCC=2C3=CC=CC=C3NC12)CC (1,2,3,4-tetrahydro-1-(3-carboxypropyl)-2-ethyl-β-carboline hydrochloride). Yield: 73.5%. Reaction SMILES: [ClH:1].C([O:4][C:5]([CH:7](C(OCC)=O)[CH2:8][CH2:9][CH:10]1[C:22]2[NH:21][C:20]3[C:15](=[CH:16][CH:17]=[CH:18][CH:19]=3)[C:14]=2[CH2:13][CH2:12][N:11]1[CH2:23][CH3:24])=[O:6])C>CO>[ClH:1].[C:5]([CH2:7][CH2:8][CH2:9][CH:10]1[C:22]2[NH:21][C:20]3[C:15](=[CH:16][CH:17]=[CH:18][CH:19]=3)[C:14]=2[CH2:13][CH2:12][N:11]1[CH2:23][CH3:24])([OH:6])=[O:4] |f:3.4|. Reported procedure: 2 ml of methanol, 2 ml of conc. hydrochloric acid and 10 ml of 10% hydrochloric acid were added to 0.7 g of 1,2,3,4-tetrahydro-1-[3,3-bis(ethoxycarbonyl)propyl]-2-ethyl-β-carboline, and the mixture was stirred at 120° C. for 7 hours. After the reaction was completed, the mixture was evaporated under reduced pressure to remove solvent. The residue thus obtained was recrystallized from a mixture of ethanol and ether. 0.49 g of 1,2,3,4-tetrahydro-1-(3-carboxypropyl)-2-ethyl-β-carboline hydrochlorid... Starting materials: Nc1ccc(Br)cc1[N+](=O)[O-], O=C([O-])[O-], OB(O)c1ccc(C(F)(F)F)c(Cl)c1, [Na+], [Na+], c1ccc(P(c2ccccc2)(c2ccccc2)[Pd](P(c2ccccc2)(c2ccccc2)c2ccccc2)(P(c2ccccc2)(c2ccccc2)c2ccccc2)P(c2ccccc2)(c2ccccc2)c2ccccc2)cc1. Yields the product Nc1ccc(-c2ccc(C(F)(F)F)c(Cl)c2)cc1[N+](=O)[O-]. RXN SMILES: [Br:1][c:2]1[cH:3][c:4]([N+:9](=[O:10])[O-:11])[c:5]([NH2:6])[cH:7][cH:8]1.[C:26](=[O:27])([O-:28])[O-:29].[Cl:12][c:13]1[cH:14][c:15]([B:23]([OH:24])[OH:25])[cH:16][cH:17][c:18]1[C:19]([F:20])([F:21])[F:22].[Na+:30].[Na+:31].[cH:32]1[cH:33][cH:34][c:35]([P:36]([Pd:37]([P:38]([c:39]2[cH:40][cH:41][cH:42][cH:43][cH:44]2)([c:45]2[cH:46][cH:47][cH:48][cH:49][cH:50]2)[c:51]2[cH:52][cH:53][cH:54][cH:55][cH:56]2)([P:57]([c:58]2[cH:59][cH:60][cH:61][cH:62][cH:63]2)([c:64]2[cH:65][cH:66][cH:67][cH:68][cH:69]2)[c:70]2[cH:71][cH:72][cH:73][cH:74][cH:75]2)[P:76]([c:77]2[cH:78][cH:79][cH:80][cH:81][cH:82]2)([c:83]2[cH:84][cH:85][cH:86][cH:87][cH:88]2)[c:89]2[cH:90][cH:91][cH:92][cH:93][cH:94]2)([c:95]2[cH:96][cH:97][cH:98][cH:99][cH:100]2)[c:101]2[cH:102][cH:103][cH:104][cH:105][cH:106]2)[cH:107][cH:108]1>>[c:2]1(-[c:15]2[cH:14][c:13]([Cl:12])[c:18]([C:19]([F:20])([F:21])[F:22])[cH:17][cH:16]2)[cH:3][c:4]([N+:9](=[O:10])[O-:11])[c:5]([NH2:6])[cH:7][cH:8]1. The reactants are CCOC(=O)CCc1cnn(C)c1NC(c1ccccc1)(c1ccccc1)c1ccccc1, CO, [Na+], [OH-], O=C(O)CC(O)(CC(=O)O)C(=O)O. The product is Cn1ncc(CCC(=O)O)c1NC(c1ccccc1)(c1ccccc1)c1ccccc1. Reaction SMILES: [CH3:1][n:2]1[n:3][cH:4][c:5]([CH2:27][CH2:28][C:29](=[O:30])[O:31][CH2:32][CH3:33])[c:6]1[NH:7][C:8]([c:9]1[cH:10][cH:11][cH:12][cH:13][cH:14]1)([c:15]1[cH:16][cH:17][cH:18][cH:19][cH:20]1)[c:21]1[cH:22][cH:23][cH:24][cH:25][cH:26]1.[CH3:49][OH:50].[Na+:35].[OH-:34].[OH:36][C:37]([CH2:38][C:39]([C:40](=[O:41])[OH:42])([CH2:43][C:44](=[O:45])[OH:46])[OH:47])=[O:48]>>[CH3:1][n:2]1[n:3][cH:4][c:5]([CH2:27][CH2:28][C:29](=[O:30])[OH:31])[c:6]1[NH:7][C:8]([c:9]1[cH:10][cH:11][cH:12][cH:13][cH:14]1)([c:15]1[cH:16][cH:17][cH:18][cH:19][cH:20]1)[c:21]1[cH:22][cH:23][cH:24][cH:25][cH:26]1. Starting materials: C(C)OC(C1=CC=C(C=C1)N1C=C(C2=CC(=CC=C12)Br)C#N)=O (4-(5-bromo-3cyanoindol-1 yl)benzoic acid ethyl ester), COC1=CC=C(C=C1)B(O)O (4-methoxyphenylboronic acid), C([O-])([O-])=O.[K+].[K+] (potassium carbonate), COCCOC (1,2-dimethoxyethane). The reagents and catalysts are [Pd].C1(=CC=CC=C1)P(C1=CC=CC=C1)C1=CC=CC=C1.C1(=CC=CC=C1)P(C1=CC=CC=C1)C1=CC=CC=C1.C1(=CC=CC=C1)P(C1=CC=CC=C1)C1=CC=CC=C1.C1(=CC=CC=C1)P(C1=CC=CC=C1)C1=CC=CC=C1 (tetrakis(triphenylphosphine) palladium). The solvent is O (water), C(C)O (ethanol), O (water). Product: C(C)OC(C1=CC=C(C=C1)N1C=C(C2=CC(=CC=C12)C1=CC=C(C=C1)OC)C#N)=O (4-[3-Cyano-5-(4-methoxyphenyl)indol-1-yl]benzoic acid ethyl ester). Isolated yield 91.3%. Reaction SMILES: [CH2:1]([O:3][C:4](=[O:23])[C:5]1[CH:10]=[CH:9][C:8]([N:11]2[C:19]3[C:14](=[CH:15][C:16](Br)=[CH:17][CH:18]=3)[C:13]([C:21]#[N:22])=[CH:12]2)=[CH:7][CH:6]=1)[CH3:2].[CH3:24][O:25][C:26]1[CH:31]=[CH:30][C:29](B(O)O)=[CH:28][CH:27]=1.C(=O)([O-])[O-].[K+].[K+].COCCOC>[Pd].C1(P(C2C=CC=CC=2)C2C=CC=CC=2)C=CC=CC=1.C1(P(C2C=CC=CC=2)C2C=CC=CC=2)C=CC=CC=1.C1(P(C2C=CC=CC=2)C2C=CC=CC=2)C=CC=CC=1.C1(P(C2C=CC=CC=2)C2C=CC=CC=2)C=CC=CC=1.O.C(O)C>[CH2:1]([O:3][C:4](=[O:23])[C:5]1[CH:10]=[CH:9][C:8]([N:11]2[C:19]3[C:14](=[CH:15][C:16]([C:29]4[CH:30]=[CH:31][C:26]([O:25][CH3:24])=[CH:27][CH:28]=4)=[CH:17][CH:18]=3)[C:13]([C:21]#[N:22])=[CH:12]2)=[CH:7][CH:6]=1)[CH3:2] |f:2.3.4,6.7.8.9.10|. Procedure details: A mixture of 4-(5-bromo-3cyanoindol-1 yl)benzoic acid ethyl ester (0.1 g), 4-methoxyphenylboronic acid (0.066 g), potassium carbonate (0.09 g) in a mixed solvent of 1,2-dimethoxyethane (3 mL), ethanol (0.5 mL) and water (0.5 mL) was stirred in the presence of tetrakis(triphenylphosphine) palladium catalyst at 90° C. for 18 hours. This reaction mixture was poured into water, and the precipitated solid was collected by filtration. This solid was washed with water, dried under reduced pressure at 5...